Dataset: the Open Reaction Database (ORD), a public repository of structured organic reaction records. Task: describe an organic reaction: reactants, conditions, products, and yield Reactants: CCOC(C)=O, Cc1ccc(S(=O)(=O)n2ccc3c(Cl)nc(Cl)nc32)cc1, CC(C)(C)OC(=O)N1CCC(N)CC1, C1COCCO1, O. The product is Cc1ccc(S(=O)(=O)n2ccc3c(NC4CCN(C(=O)OC(C)(C)C)CC4)nc(Cl)nc32)cc1. RXN SMILES: [CH3:37][CH2:38][O:39][C:40]([CH3:41])=[O:42].[Cl:1][c:2]1[n:3][c:4]([Cl:21])[c:5]2[c:6]([n:7]1)[n:8]([S:11](=[O:12])(=[O:13])[c:14]1[cH:15][cH:16][c:17]([CH3:18])[cH:19][cH:20]1)[cH:9][cH:10]2.[NH2:22][CH:23]1[CH2:24][CH2:25][N:26]([C:29](=[O:30])[O:31][C:32]([CH3:33])([CH3:34])[CH3:35])[CH2:27][CH2:28]1.[O:43]1[CH2:44][CH2:45][O:46][CH2:47][CH2:48]1.[OH2:36]>>[Cl:1][c:2]1[n:3][c:4]([NH:22][CH:23]2[CH2:24][CH2:25][N:26]([C:29](=[O:30])[O:31][C:32]([CH3:33])([CH3:34])[CH3:35])[CH2:27][CH2:28]2)[c:5]2[c:6]([n:7]1)[n:8]([S:11](=[O:12])(=[O:13])[c:14]1[cH:15][cH:16][c:17]([CH3:18])[cH:19][cH:20]1)[cH:9][cH:10]2.